The task is: describe an organic reaction: reactants, conditions, products, and yield. This data is from the Open Reaction Database (ORD), a public repository of structured organic reaction records. Reactants: C1(=CC=CC=C1)NCCC(=O)O (3-phenylamino-propionic acid), [OH-].[Na+] (NaOH). Run in CS(=O)(=O)O.O=P12OP3(=O)OP(=O)(O1)OP(=O)(O2)O3 (Eaton's reagent). Conditions: temperature 70 celsius, time 8 hour. The product is N1CCC(C2=CC=CC=C12)=O (2,3-Dihydro-1H-quinolin-4-one). The yield is 46.0%. As a reaction SMILES: [C:1]1([NH:7][CH2:8][CH2:9][C:10]([OH:12])=O)[CH:6]=[CH:5][CH:4]=[CH:3][CH:2]=1.[OH-].[Na+]>CS(O)(=O)=O.O=P12OP3(OP(OP(O3)(O1)=O)(=O)O2)=O>[NH:7]1[C:1]2[C:2](=[CH:3][CH:4]=[CH:5][CH:6]=2)[C:10](=[O:12])[CH2:9][CH2:8]1 |f:1.2,3.4|. Procedure details: The mixture of 3-phenylamino-propionic acid (1.22 g, 7.39 mmol) in Eaton's reagent (40 mL) is stirred at 70° C. for overnight. The resulting mixture is poured into ice and basified by the slow addition of NaOH (50%) solution. The basified mixture is extracted with ethyl acetate and washed by brine, and dried over anhydrous sodium sulfate. After concentration, the residue is purified by flash chromatography, and gives the title compound (0.5 g, 46.3% yield). Reactants: CN(C(=O)[C@@H]1C[C@@H](C1)N1C=C(C2=C1N=CN=C2N)C2=CC(=CC=C2)OCC2=CC=CC=C2)C (cis-3-[4-amino-5-(3-benzyloxy-phenyl)pyrrolo[2,3-d]pyrimidin-7-yl]-cyclobutanecarboxylic acid dimethylamide), [H-].[Al+3].[Li+].[H-].[H-].[H-] (lithium aluminium hydride), O (water), [OH-].[Na+] (NaOH). The solvent is C1CCOC1 (THF), C1CCOC1 (THF). The product is C(C1=CC=CC=C1)OC=1C=C(C=CC1)C1=CN(C=2N=CN=C(C21)N)[C@@H]2C[C@@H](C2)CN(C)C (cis-5-(3-benzyloxy-phenyl)-7-(3-dimethylaminomethyl-cyclobutyl)-7H-pyrrolo[2,3-d]pyrimidin-4-ylamine). As a reaction SMILES: [CH3:1][N:2]([CH3:33])[C:3]([C@H:5]1[CH2:8][C@@H:7]([N:9]2[C:13]3[N:14]=[CH:15][N:16]=[C:17]([NH2:18])[C:12]=3[C:11]([C:19]3[CH:24]=[CH:23][CH:22]=[C:21]([O:25][CH2:26][C:27]4[CH:32]=[CH:31][CH:30]=[CH:29][CH:28]=4)[CH:20]=3)=[CH:10]2)[CH2:6]1)=O.[H-].[Al+3].[Li+].[H-].[H-].[H-].O.[OH-].[Na+]>C1COCC1>[CH2:26]([O:25][C:21]1[CH:20]=[C:19]([C:11]2[C:12]3[C:17]([NH2:18])=[N:16][CH:15]=[N:14][C:13]=3[N:9]([C@H:7]3[CH2:8][C@@H:5]([CH2:3][N:2]([CH3:33])[CH3:1])[CH2:6]3)[CH:10]=2)[CH:24]=[CH:23][CH:22]=1)[C:27]1[CH:28]=[CH:29][CH:30]=[CH:31][CH:32]=1 |f:1.2.3.4.5.6,8.9|. Reported procedure: A solution of 42 mg (0.095 mmol) of cis-3-[4-amino-5-(3-benzyloxy-phenyl)pyrrolo[2,3-d]pyrimidin-7-yl]-cyclobutanecarboxylic acid dimethylamide in 2 ml of anhydrous THF is added dropwise at 0° C. to a 10 mg of lithium aluminium hydride suspended in 2 ml of anhydrous THF. The reaction mixture is slowly warmed to RT overnight. For working-up, the reaction mixture is cooled to 0° C. and then water and a 15% NaOH solution are added in succession thereto. The solution is partitioned between water and... The reactants are ClC=1N=C2C(=NC1)NC=C2I (2-Chloro-7-iodo-5H-pyrrolo[2,3-b]pyrazine), lithium hexamethyldisilylazide, C(C)(C)[Si](C(C)C)(C(C)C)Cl (triisopropylsilyl chloride). Solvent: C(C)(=O)OCC (ethyl acetate), hexanes, O1CCCC1 (tetrahydrofuran). Run at temperature 0 celsius. The product is ClC=1N=C2C(=NC1)N(C=C2I)[Si](C(C)C)(C(C)C)C(C)C (2-Chloro-7-iodo-5-triisopropylsilanyl-5H-pyrrolo[2,3-b]pyrazine). Yield: 95.0%. Reaction SMILES: [Cl:1][C:2]1[N:3]=[C:4]2[C:10]([I:11])=[CH:9][NH:8][C:5]2=[N:6][CH:7]=1.[CH:12]([Si:15](Cl)([CH:19]([CH3:21])[CH3:20])[CH:16]([CH3:18])[CH3:17])([CH3:14])[CH3:13]>O1CCCC1.C(OCC)(=O)C>[Cl:1][C:2]1[N:3]=[C:4]2[C:10]([I:11])=[CH:9][N:8]([Si:15]([CH:19]([CH3:21])[CH3:20])([CH:16]([CH3:18])[CH3:17])[CH:12]([CH3:14])[CH3:13])[C:5]2=[N:6][CH:7]=1. Procedure: A solution of the 2-Chloro-7-iodo-5H-pyrrolo[2,3-b]pyrazine from the previous step in 30 mL of tetrahydrofuran stirring at 0° C. under argon atmosphere was treated with lithium hexamethyldisilylazide (6 mL, 1 M in hexanes, 6 mmol), followed by triisopropylsilyl chloride (1.1 mL, 5.2 mmol). After 30 m at 0° C., the solution was warmed to ambient temperature and diluted with 20% ethyl acetate in hexanes, then washed twice with water and once with brine. After drying the organic layer over magnesiu... Product: COc1ccccc1CNC(=O)c1cncc(N2CC3CN(C(=O)OC(C)(C)C)CC3C2)c1. Starting materials: CC(C)(C)OC(=O)N1CC2CN(c3cncc(C(=O)O)c3)CC2C1, COc1ccccc1CN. As a reaction SMILES: [C:1]([CH3:2])([CH3:3])([CH3:4])[O:5][C:6](=[O:7])[N:8]1[CH2:9][CH:10]2[CH:11]([CH2:12]1)[CH2:13][N:14]([c:16]1[cH:17][n:18][cH:19][c:20]([C:21](=[O:22])[OH:23])[cH:24]1)[CH2:15]2.[CH3:25][O:26][c:27]1[c:28]([CH2:29][NH2:30])[cH:31][cH:32][cH:33][cH:34]1>>[C:1]([CH3:2])([CH3:3])([CH3:4])[O:5][C:6](=[O:7])[N:8]1[CH2:9][CH:10]2[CH:11]([CH2:12]1)[CH2:13][N:14]([c:16]1[cH:17][n:18][cH:19][c:20]([C:21](=[O:22])[NH:30][CH2:29][c:28]3[c:27]([O:26][CH3:25])[cH:34][cH:33][cH:32][cH:31]3)[cH:24]1)[CH2:15]2. Reactants: ClC1=C(C=CC(=C1)OCC)F (2-Chloro-4-ethoxy-1-fluorobenzene), [Li+].CC(C)[N-]C(C)C (LDA), aldehyde, CN(C)C=O (DMF). Run in C1CCOC1 (THF). Conditions: time 7 minute. Yields the product ClC1=C(C=O)C(=CC=C1F)OCC (2-Chloro-6-ethoxy-3-fluorobenzaldehyde). As a reaction SMILES: [Cl:1][C:2]1[CH:7]=[C:6]([O:8][CH2:9][CH3:10])[CH:5]=[CH:4][C:3]=1[F:11].[Li+].CC([N-]C(C)C)C.CN([CH:23]=[O:24])C>C1COCC1>[Cl:1][C:2]1[C:3]([F:11])=[CH:4][CH:5]=[C:6]([O:8][CH2:9][CH3:10])[C:7]=1[CH:23]=[O:24] |f:1.2|. Reported procedure: To a cold (−78° C.) solution of 2-Chloro-4-ethoxy-1-fluorobenzene (5.0 g, 28.6 mmol) in THF (100 mL) was added LDA (1.8 M in THF/heptane/ethylbenzene; 40 mL, 72 mmol). After 7 minutes, DMF (7 mL, 85.8 mmol) was added dropwise while keeping the temperature below −60° C. After 40 minutes, the reaction mixture was quenched with sat. aq. ammonium chloride. The organic layer was separated and the aq. layer was washed with ethyl acetate (2×50 mL). The combined organic layer was washed with water (30 m... Reactants: CC(=O)OCC(CCn1cnc2c(Cl)nc(N)nc21)COC(C)=O, CO, O=C[O-], [NH4+]. The product is CC(=O)OCC(CCn1cnc2cnc(N)nc21)COC(C)=O. Reaction SMILES: [C:1]([CH3:2])(=[O:3])[O:4][CH2:5][CH:6]([CH2:7][CH2:8][n:9]1[c:10]2[n:11][c:12]([NH2:19])[n:13][c:14]([Cl:18])[c:15]2[n:16][cH:17]1)[CH2:20][O:21][C:22]([CH3:23])=[O:24].[CH3:29][OH:30].[CH:25]([O-:26])=[O:27].[NH4+:28]>>[C:1]([CH3:2])(=[O:3])[O:4][CH2:5][CH:6]([CH2:7][CH2:8][n:9]1[c:10]2[n:11][c:12]([NH2:19])[n:13][cH:14][c:15]2[n:16][cH:17]1)[CH2:20][O:21][C:22]([CH3:23])=[O:24]. The product is FC(C(=O)N(CC(=O)OCCOC)CP(=O)(ONCCCC)ONCCCC)(F)F (2-methoxyethyl N-trifluoroacetyl-N-(bis(butylamino)phosphonomethyl)glycinate). Procedure: To a solution of 2-methoxyethyl N-trifluoroacetyl-N-(dichlorophosphonomethyl)glycinate (7.45 g, 0.0207 mole) in 125 ml. of ether was added dropwise with good stirring butylamine (6.05 g, 0.083 mole) in 40 ml. of ether. The reaction was stirred at room temperature overnight, then the reaction mixture was filtered, and the filtrate concentrated in vacuo. The residue was dissolved in fresh ether, washed with water, dried over MgSO4, and concentrated in vacuo to yield 2-methoxyethyl N-trifluoroacety... Isolated yield 41.5%. Run in CCOCC (ether), CCOCC (ether). Reactants: FC(C(=O)N(CC(=O)OCCOC)CP(=O)(OCl)OCl)(F)F (2-methoxyethyl N-trifluoroacetyl-N-(dichlorophosphonomethyl)glycinate), C(CCC)N (butylamine). Reaction conditions: time 8 hour. Reaction SMILES: [F:1][C:2]([F:22])([F:21])[C:3]([N:5]([CH2:14][P:15]([O:19]Cl)([O:17]Cl)=[O:16])[CH2:6][C:7]([O:9][CH2:10][CH2:11][O:12][CH3:13])=[O:8])=[O:4].[CH2:23]([NH2:27])[CH2:24][CH2:25][CH3:26]>CCOCC>[F:1][C:2]([F:22])([F:21])[C:3]([N:5]([CH2:14][P:15]([O:19][NH:27][CH2:23][CH2:24][CH2:25][CH3:26])([O:17][NH:27][CH2:23][CH2:24][CH2:25][CH3:26])=[O:16])[CH2:6][C:7]([O:9][CH2:10][CH2:11][O:12][CH3:13])=[O:8])=[O:4].